This data is from the Open Reaction Database (ORD), a public repository of structured organic reaction records. The task is: describe an organic reaction: reactants, conditions, products, and yield Starting materials: C(CCC)NC(CCNCCC(NCCCC)=O)=O (N-butyl-3-(2-butylcarbamoyl-ethylamino)-propionamide), C1CS1 (ethylene sulfide). The solvent is O1CCCC1 (tetrahydrofuran). Yields the product C(CCC)NC(CCN(CCS)CCC(NCCCC)=O)=O (N-butyl-3-[(2-butylcarbamoyl-ethyl)-(2-mercapto-ethyl)amino]-propionamide). Reaction SMILES: [CH2:1]([NH:5][C:6](=[O:19])[CH2:7][CH2:8][NH:9][CH2:10][CH2:11][C:12](=[O:18])[NH:13][CH2:14][CH2:15][CH2:16][CH3:17])[CH2:2][CH2:3][CH3:4].[CH2:20]1[S:22][CH2:21]1>O1CCCC1>[CH2:1]([NH:5][C:6](=[O:19])[CH2:7][CH2:8][N:9]([CH2:10][CH2:11][C:12](=[O:18])[NH:13][CH2:14][CH2:15][CH2:16][CH3:17])[CH2:20][CH2:21][SH:22])[CH2:2][CH2:3][CH3:4]. Procedure: Dissolve N-butyl-3-(2-butylcarbamoyl-ethylamino)-propionamide (10 mmol) prepared in Scheme VI, step D in tetrahydrofuran (50 mL) and add dropwise ethylene sulfide (22 mmol). Heat the reaction to reflux for 4 hours. After cooling, concentrate the reaction under vacuum and purify the residue by flash chromatography (silica gel, methanol/methylene chloride) to provide N-butyl-3-[(2-butylcarbamoyl-ethyl)-(2-mercapto-ethyl)amino]-propionamide.